This data is from the Open Reaction Database (ORD), a public repository of structured organic reaction records. The task is: describe an organic reaction: reactants, conditions, products, and yield The reactants are C(C)(C)(C)OC(=O)N1CCC(CC1)NC1=C(C=CC(=C1)S(=O)(=O)C1=CC=CC=C1)OCCBr (4-[5-benzenesulfonyl-2-(2-bromo-ethoxy)-phenylamino]-piperidine-1-carboxylic acid tert-butyl ester), C1(=CC=CC=C1)S(=O)(=O)C=1C=CC2=C(N(CCO2)C2CCNCC2)C1 (6-Benzenesulfonyl-4-piperidin-4-yl-3,4-dihydro-2H-benzo[1,4]oxazine). Product: C1(=CC=CC=C1)S(=O)(=O)C1=CC2=C(N(CCO2)C2CCNCC2)C=C1 (7-Benzenesulfonyl-4-piperidin-4-yl-3,4-dihydro-2H-benzo[1,4]oxazine). RXN SMILES: C(OC([N:8]1[CH2:13][CH2:12][CH:11]([NH:14][C:15]2[CH:20]=[C:19](S(C3C=CC=CC=3)(=O)=O)[CH:18]=[CH:17][C:16]=2[O:30][CH2:31][CH2:32]Br)[CH2:10][CH2:9]1)=O)(C)(C)C.[C:34]1([S:40](C2C=CC3OCCN(C4CCNCC4)C=3C=2)(=[O:42])=[O:41])[CH:39]=[CH:38][CH:37]=[CH:36][CH:35]=1>>[C:34]1([S:40]([C:18]2[CH:19]=[CH:20][C:15]3[N:14]([CH:11]4[CH2:10][CH2:9][NH:8][CH2:13][CH2:12]4)[CH2:32][CH2:31][O:30][C:16]=3[CH:17]=2)(=[O:42])=[O:41])[CH:39]=[CH:38][CH:37]=[CH:36][CH:35]=1. Reported procedure: Similarly prepared using 4-[5-benzenesulfonyl-2-(2-bromo-ethoxy)-phenylamino]-piperidine-1-carboxylic acid tert-butyl ester, was 6-Benzenesulfonyl-4-piperidin-4-yl-3,4-dihydro-2H-benzo[1,4]oxazine, MS: 359 (M+H)+, mp: 147.0-149.8° C. The reactants are CC1C(CC(C1)(C)C)C(C#N)=C (2-(2,4,4-trimethylcyclopentyl)-acrylonitrile), [H][H] (hydrogen). The reagents and catalysts are [Pd] (palladium-on-charcoal). Run in C1(=CC=CC=C1)C (toluene). Product: CC1C(CC(C1)(C)C)C(C#N)C (2-(2,4,4-trimethylcyclopentyl)-propanenitrile). Reaction SMILES: [CH3:1][CH:2]1[CH2:6][C:5]([CH3:8])([CH3:7])[CH2:4][CH:3]1[C:9](=[CH2:12])[C:10]#[N:11].[H][H]>C1(C)C=CC=CC=1.[Pd]>[CH3:1][CH:2]1[CH2:6][C:5]([CH3:7])([CH3:8])[CH2:4][CH:3]1[CH:9]([CH3:12])[C:10]#[N:11]. Procedure details: A solution containing 1 equivalent of 2-(2,4,4-trimethyl-cyclopentyl)acrylonitrile 5 in toluene and 5% by weight of 5% palladium-on-charcoal is placed in an autoclave, under 20 bar of hydrogen, at 40° C. At the end of the reaction, the autoclave is purged with nitrogen and the solution is filtered through celite. The filtrate is concentrated. The crude product, obtained in the form of four diastereomers in proportions of 8:18:22:52, is purified by distillation. Starting materials: C(C)(C)(C)OC(=O)N1CCC(CC1)N1C([C@@H](CC1)CC1=C(C=C(C=C1Cl)C1=CC=C(C=C1)F)Cl)=O (4-[(R)-3-(3,5-Dichloro-4′-fluoro-biphenyl-4-ylmethyl)-2-oxo-pyrrolidin-1-yl]-piperidine-1-carboxylic acid tert-butyl ester), FC(C(=O)O)(F)F (Trifluoroacetic acid). The solvent is C(Cl)Cl (CH2Cl2). The product is FC(C(=O)O)(F)F.ClC=1C=C(C=C(C1C[C@H]1C(N(CC1)C1CCNCC1)=O)Cl)C1=CC=C(C=C1)F ((R)-3-(3,5-Dichloro-4′-fluoro-biphenyl-4-ylmethyl)-1-piperidin-4-yl-pyrrolidin-2-one trifluoroacetic acid). Yield: 85.0%. As a reaction SMILES: C(OC([N:8]1[CH2:13][CH2:12][CH:11]([N:14]2[CH2:18][CH2:17][C@@H:16]([CH2:19][C:20]3[C:25]([Cl:26])=[CH:24][C:23]([C:27]4[CH:32]=[CH:31][C:30]([F:33])=[CH:29][CH:28]=4)=[CH:22][C:21]=3[Cl:34])[C:15]2=[O:35])[CH2:10][CH2:9]1)=O)(C)(C)C.[F:36][C:37]([F:42])([F:41])[C:38]([OH:40])=[O:39]>C(Cl)Cl>[F:36][C:37]([F:42])([F:41])[C:38]([OH:40])=[O:39].[Cl:34][C:21]1[CH:22]=[C:23]([C:27]2[CH:28]=[CH:29][C:30]([F:33])=[CH:31][CH:32]=2)[CH:24]=[C:25]([Cl:26])[C:20]=1[CH2:19][C@@H:16]1[CH2:17][CH2:18][N:14]([CH:11]2[CH2:12][CH2:13][NH:8][CH2:9][CH2:10]2)[C:15]1=[O:35] |f:3.4|. Procedure: Treat a solution of 4-[(R)-3-(3,5-Dichloro-4′-fluoro-biphenyl-4-ylmethyl)-2-oxo-pyrrolidin-1-yl]-piperidine-1-carboxylic acid tert-butyl ester (Preparation 17) (0.85 g, 0.18 mmol) in CH2Cl2 (10 mL) with Trifluoroacetic acid (2 mL). Stir the reaction 1 hr at room temperature. Concentrate the reaction in vacuo. Purify the crude on a SCX column using 2M NH4 in MeOH to elute the pure product. Remove the solvent to afford 0.59 g (85%) of product. MS (m/e): 421 (M+1). The reactants are NC=1C=C2C(=CNC2=CC1)C1CCN(CC1)C (5-amino-3-(1-methylpiperidin-4-yl)-1H-indole), COC=1C(=CSC1)C(=O)O (4-methoxy-3-thienoic acid). Product: COC=1C(=CSC1)C(=O)NC=1C=C2C(=CNC2=CC1)C1CCN(CC1)C (5-(4-methoxy-3-thienoyl)amino-3-(1-methylpiperidin-4-yl)-1H-indole). Isolated yield 109.2%. RXN SMILES: [NH2:1][C:2]1[CH:3]=[C:4]2[C:8](=[CH:9][CH:10]=1)[NH:7][CH:6]=[C:5]2[CH:11]1[CH2:16][CH2:15][N:14]([CH3:17])[CH2:13][CH2:12]1.[CH3:18][O:19][C:20]1[C:21]([C:25](O)=[O:26])=[CH:22][S:23][CH:24]=1>>[CH3:18][O:19][C:20]1[C:21]([C:25]([NH:1][C:2]2[CH:3]=[C:4]3[C:8](=[CH:9][CH:10]=2)[NH:7][CH:6]=[C:5]3[CH:11]2[CH2:16][CH2:15][N:14]([CH3:17])[CH2:13][CH2:12]2)=[O:26])=[CH:22][S:23][CH:24]=1. Reported procedure: Beginning with 7.0 mg (0.03 mMol) 5-amino-3-(1-methylpiperidin-4-yl)-1H-indole and 14.2 mg (0.09 mMol 4-methoxy-3-thienoic acid, 12.1 mg of the title compound were recovered. The reactants are BrC=1C=2N(C=CC1)N=C(N2)NC2=CC=C(C=C2)OC ((8-bromo-[1,2,4]triazolo[1,5-a]pyridin-2-yl)-(4-methoxy-phenyl)-amine), CS(=O)(=O)C1=CC=C(C=C1)N (4-methanesulfonyl-phenylamine). Product: CS(=O)(=O)C1=CC=C(C=C1)NC=1C=2N(C=CC1)N=C(N2)NC2=CC=C(C=C2)OC (N(8)-(4-Methanesulfonyl-phenyl)-N(2)-(4-methoxy-phenyl)-[1,2,4]triazolo[1,5-a]pyridine-2,8-diamine), foam. Yield: 20.0%. RXN SMILES: Br[C:2]1[C:3]2[N:4]([N:8]=[C:9]([NH:11][C:12]3[CH:17]=[CH:16][C:15]([O:18][CH3:19])=[CH:14][CH:13]=3)[N:10]=2)[CH:5]=[CH:6][CH:7]=1.[CH3:20][S:21]([C:24]1[CH:29]=[CH:28][C:27]([NH2:30])=[CH:26][CH:25]=1)(=[O:23])=[O:22]>>[CH3:20][S:21]([C:24]1[CH:29]=[CH:28][C:27]([NH:30][C:2]2[C:3]3[N:4]([N:8]=[C:9]([NH:11][C:12]4[CH:17]=[CH:16][C:15]([O:18][CH3:19])=[CH:14][CH:13]=4)[N:10]=3)[CH:5]=[CH:6][CH:7]=2)=[CH:26][CH:25]=1)(=[O:22])=[O:23]. Procedure details: N(8)-(4-Methanesulfonyl-phenyl)-N(2)-(4-methoxy-phenyl)-[1,2,4]triazolo[1,5-a]pyridine-2,8-diamine was prepared from (8-bromo-[1,2,4]triazolo[1,5-a]pyridin-2-yl)-(4-methoxy-phenyl)-amine (50.0 mg, 0.157 mmol) and 4-methanesulfonyl-phenylamine (33.0 mg, 0.193 mmol) in a manner analogous to Example 30. The title compound was isolated as a brown foam (0.013 g, 20%). 1H NMR (400 MHz, CDCl3, δ, ppm): 8.08 (d, J=6.1 Hz, 1H), 7.89 (d, J=7.5 Hz, 2H), 7.49 (d, J=7.9 Hz, 2H), 7.35-7.30 (m, 3H), 6.95-6.90 ... Reactants: BrC=1C=CC\2=C(\N=C(/C\C(=C2)\C(N(CCC)CCCO[Si](C)(C)C(C)(C)C)=O)\NC(OC(C)(C)C)=O)C1 (tert-butyl (1E,4E)-8-bromo-4-((3-(tert-butyldimethylsilyloxy)propyl)(propyl)carbamoyl)-3H-benzo[b]azepin-2-ylcarbamate), CC1(OB(OC1(C)C)C1=CC=C(C=C1)CC(=O)OCCC)C (propyl 2-(4-(4,4,5,5-tetramethyl-1,3,2-dioxaborolan-2-yl)phenyl)acetate), C([O-])([O-])=O.[K+].[K+] (potassium carbonate). Reagents/catalysts: C=1C=CC(=CC1)[P](C=2C=CC=CC2)(C=3C=CC=CC3)[Pd]([P](C=4C=CC=CC4)(C=5C=CC=CC5)C=6C=CC=CC6)([P](C=7C=CC=CC7)(C=8C=CC=CC8)C=9C=CC=CC9)[P](C=1C=CC=CC1)(C=1C=CC=CC1)C=1C=CC=CC1 (tetrakis(triphenylphosphine)palladium(0)). The solvent is C(C)#N (acetonitrile), CCOC(=O)C (EtOAc). Run at temperature 100 celsius. The product is C(C)(C)(C)OC(=O)N/C=1/C\C(=C/C2=C(\N1)C=C(C=C2)C2=CC=C(C=C2)CC(=O)OCCC)\C(N(CCC)CCCO[Si](C)(C)C(C)(C)C)=O (propyl 2-(4-((1E,4E)-2-(tert-butoxycarbonylamino)-4-((3-(tert-butyldimethylsilyloxy)propyl)(propyl)carbamoyl)-3H-benzo[b]azepin-8-yl)phenyl)acetate). RXN SMILES: Br[C:2]1[CH:3]=[CH:4][C:5]2=[C:6]([CH:37]=1)[N:7]=[C:8]([NH:29][C:30](=[O:36])[O:31][C:32]([CH3:35])([CH3:34])[CH3:33])[CH2:9][C:10]([C:12](=[O:28])[N:13]([CH2:17][CH2:18][CH2:19][O:20][Si:21]([C:24]([CH3:27])([CH3:26])[CH3:25])([CH3:23])[CH3:22])[CH2:14][CH2:15][CH3:16])=[CH:11]2.CC1(C)C(C)(C)OB([C:46]2[CH:51]=[CH:50][C:49]([CH2:52][C:53]([O:55][CH2:56][CH2:57][CH3:58])=[O:54])=[CH:48][CH:47]=2)O1.C(=O)([O-])[O-].[K+].[K+]>C(#N)C.CCOC(C)=O.C1C=CC([P]([Pd]([P](C2C=CC=CC=2)(C2C=CC=CC=2)C2C=CC=CC=2)([P](C2C=CC=CC=2)(C2C=CC=CC=2)C2C=CC=CC=2)[P](C2C=CC=CC=2)(C2C=CC=CC=2)C2C=CC=CC=2)(C2C=CC=CC=2)C2C=CC=CC=2)=CC=1>[C:32]([O:31][C:30]([NH:29][C:8]1[CH2:9][C:10]([C:12](=[O:28])[N:13]([CH2:17][CH2:18][CH2:19][O:20][Si:21]([C:24]([CH3:26])([CH3:25])[CH3:27])([CH3:23])[CH3:22])[CH2:14][CH2:15][CH3:16])=[CH:11][C:5]2[CH:4]=[CH:3][C:2]([C:46]3[CH:51]=[CH:50][C:49]([CH2:52][C:53]([O:55][CH2:56][CH2:57][CH3:58])=[O:54])=[CH:48][CH:47]=3)=[CH:37][C:6]=2[N:7]=1)=[O:36])([CH3:34])([CH3:35])[CH3:33] |f:2.3.4,^1:78,80,99,118|. Reported procedure: tert-butyl (1E,4E)-8-bromo-4-((3-(tert-butyldimethylsilyloxy)propyl)(propyl)carbamoyl)-3H-benzo[b]azepin-2-ylcarbamate, propyl 2-(4-(4,4,5,5-tetramethyl-1,3,2-dioxaborolan-2-yl)phenyl)acetate (1.5 equiv), tetrakis(triphenylphosphine)palladium(0), 2M aqueous potassium carbonate (3 equiv) were combined in 2 mls of acetonitrile in a microwave reaction vial. This mixture was heated in a microwave to 100° C. for 30 minutes. The mixture was then diluted with EtOAc, washed twice with brine, dried over ...